From a dataset of the Open Reaction Database (ORD), a public repository of structured organic reaction records. describe an organic reaction: reactants, conditions, products, and yield Starting materials: I(=O)(=O)(=O)[O-].[Na+] (Sodium periodate), Cl (hydrochloric acid), CC1([C@@H](N2[C@H](S1)[C@@H](C2=O)NC(=O)CC=3C=CC=CC3)C(=O)O)C (Penicillin G), [K] (potassium). Solvent: ClCCl (Dichloromethane), O (water), O (water). Reaction conditions: time 3 hour. The product is CC1([C@@H](N2[C@H](S1=O)[C@@H](C2=O)NC(=O)CC3=CC=CC=C3)C(=O)O)C (penicillin G sulfoxide). RXN SMILES: [CH3:1][C:2]1([CH3:23])[S:6][C@@H:5]2[C@H:7]([NH:10][C:11]([CH2:13][C:14]3[CH:15]=[CH:16][CH:17]=[CH:18][CH:19]=3)=[O:12])[C:8](=[O:9])[N:4]2[C@H:3]1[C:20]([OH:22])=[O:21].[K].I([O-])(=O)(=O)=[O:26].[Na+].Cl>O.ClCCl>[CH3:1][C:2]1([CH3:23])[S:6](=[O:26])[C@@H:5]2[C@H:7]([NH:10][C:11]([CH2:13][C:14]3[CH:15]=[CH:16][CH:17]=[CH:18][CH:19]=3)=[O:12])[C:8](=[O:9])[N:4]2[C@H:3]1[C:20]([OH:22])=[O:21] |f:2.3,^1:23|. Reported procedure: Penicillin G, potassium salt (349.9 g) was dissolved in 3 liters of water. Sodium periodate (194 g) was added and the mixture was stirred for three hours. Dichloromethane (500 ml) was added and the pH of the water layer was adjusted to 2.3 with 6 N hydrochloric acid with vigorous stirring. The aqueous layer was separated and extracted with four 400 ml portions of dichloromethane. The combined extract was washed with aqueous sodium bisulfite to remove any iodine color, dried over sodium sulfate, ...